Dataset: the Open Reaction Database (ORD), a public repository of structured organic reaction records. Task: describe an organic reaction: reactants, conditions, products, and yield The reactants are C(C1CO1)OCCC(C)C (isoamyl glycidyl ether), O (water). Reagents/catalysts: [OH-].[K+] (potassium hydroxide), C(CCCCCCCCCCC)(=O)O (lauric acid). Conditions: temperature 157 celsius. Yields the product C(C(O)CO)OCCC(C)C (monoisoamyl glyceryl ether). The yield is 99.7%. RXN SMILES: [CH2:1]([O:5][CH2:6][CH2:7][CH:8]([CH3:10])[CH3:9])[CH:2]1[O:4][CH2:3]1.[OH2:11]>C(O)(=O)CCCCCCCCCCC.[OH-].[K+]>[CH2:1]([O:5][CH2:6][CH2:7][CH:8]([CH3:10])[CH3:9])[CH:2]([CH2:3][OH:11])[OH:4] |f:3.4|. Procedure details: The crude isoamyl glycidyl ether (140 g), water (140 g; 7.78 mol), lauric acid (7.64 g; 0.038 mol) and potassium hydroxide (2.14 g; 0.038 mol) were placed in a 2-l autoclave, and the mixture was heated up to 157° C. while stirring it. The mixture was stirred for 5 hours as it was, and was then allowed to cool down to room temperature. The mixture was extracted with ethyl acetate (500 ml), and the extract was washed twice with water (300 ml). The solvent was then distilled off to obtain 157 g of ...